From a dataset of the Open Reaction Database (ORD), a public repository of structured organic reaction records. describe an organic reaction: reactants, conditions, products, and yield The product is CC(=O)N(C)c1ccc([N+](=O)[O-])cn1. Reactants: ClCCl, CC(=O)OC(C)=O, CN(C)c1ccncc1, CNc1ccc([N+](=O)[O-])cn1, c1ccncc1. Reaction SMILES: [CH2:34]([Cl:35])[Cl:36].[CH3:1][C:2]([O:3][C:5]([CH3:6])=[O:7])=[O:4].[CH3:25][N:26]([CH3:27])[c:28]1[cH:29][cH:30][n:31][cH:32][cH:33]1.[CH3:8][NH:9][c:10]1[n:11][cH:12][c:13]([N+:16](=[O:17])[O-:18])[cH:14][cH:15]1.[cH:19]1[cH:20][cH:21][n:22][cH:23][cH:24]1>>[C:5]([CH3:6])(=[O:7])[N:9]([CH3:8])[c:10]1[n:11][cH:12][c:13]([N+:16](=[O:17])[O-:18])[cH:14][cH:15]1. Starting materials: ClC1=CC=C(C=C1)C[C@H](C(N1CCC(CC1)C1=C(C=CC=C1)N1C(NC=C1)=O)=O)NC(=O)C1CN(C1)C(=O)OC(C)(C)C (tert-butyl 3-[N-((1R)-1-[(4-chlorophenyl)methyl]-2-oxo-2-(4-[2-(2-oxo(4-imidazolinyl))phenyl]piperidyl)ethyl}carbamoyl]azetidinecarboxylate), Cl (HCl). The solvent is CCOC(=O)C (EtOAc). Run at time 30 minute. Yields the product ClC1=CC=C(C=C1)C[C@H](C(N1CCC(CC1)C1=C(C=CC=C1)N1C(NC=C1)=O)=O)NC(=O)C1CNC1 (N-((1R)-1-[(4-Chlorophenyl)methyl]-2-oxo-2-{4-[2-(2-oxo(4-imidazolinyl))phenyl]-piperidyl}ethyl)azetidin-3-ylcarboxamide). RXN SMILES: [Cl:1][C:2]1[CH:7]=[CH:6][C:5]([CH2:8][C@@H:9]([NH:30][C:31]([CH:33]2[CH2:36][N:35](C(OC(C)(C)C)=O)[CH2:34]2)=[O:32])[C:10](=[O:29])[N:11]2[CH2:16][CH2:15][CH:14]([C:17]3[CH:22]=[CH:21][CH:20]=[CH:19][C:18]=3[N:23]3[CH:27]=[CH:26][NH:25][C:24]3=[O:28])[CH2:13][CH2:12]2)=[CH:4][CH:3]=1.Cl>CCOC(C)=O>[Cl:1][C:2]1[CH:3]=[CH:4][C:5]([CH2:8][C@@H:9]([NH:30][C:31]([CH:33]2[CH2:34][NH:35][CH2:36]2)=[O:32])[C:10](=[O:29])[N:11]2[CH2:16][CH2:15][CH:14]([C:17]3[CH:22]=[CH:21][CH:20]=[CH:19][C:18]=3[N:23]3[CH:27]=[CH:26][NH:25][C:24]3=[O:28])[CH2:13][CH2:12]2)=[CH:6][CH:7]=1. Procedure: The title compound was prepared according to the procedure described in Example 16 (Step b) using tert-butyl 3-[N-((1R)-1-[(4-chlorophenyl)methyl]-2-oxo-2-(4-[2-(2-oxo(4-imidazolinyl))phenyl]piperidyl)ethyl}carbamoyl]azetidinecarboxylate (Step a) (0.2 g, 0.33 mmol) and satd anhydrous HCl in EtOAc (20 mL). Purification by reverse phase preparative HPLC [Phenomenex; 5 μm 250×21.2 mm, 5% to 95% CH3CN (0.1% TFA) in H2O (0.1% TFA) over 30 min, then 100% CH3CN (0.1% TFA) for 2 min] provided the title ... The reactants are NN=CC1=CC=C(C=C1)CCCCC(=O)NC(CC(=O)O)C1=C(C=CC=C1)S(=O)C ((±)-β-[[5-[4-(Aminoiminomethyl)phenyl]-1-oxopentyl]amino]-2-(methylsulfinyl)benzenepropanoic acid), O (water), OO (H2O2). Solvent: C(C)(=O)O (acetic acid). Reaction conditions: time 48 hour. The product is NN=CC1=CC=C(C=C1)CCCCC(=O)NC(CC(=O)O)C1=C(C=CC=C1)S(=O)(=O)C ((±)-β-[[5-[4-(aminoiminomethyl)phenyl]-1-oxopentyl]amino]-2-(methylsulfonyl)benzenepropanoic acid). As a reaction SMILES: [NH2:1][N:2]=[CH:3][C:4]1[CH:9]=[CH:8][C:7]([CH2:10][CH2:11][CH2:12][CH2:13][C:14]([NH:16][CH:17]([C:22]2[CH:27]=[CH:26][CH:25]=[CH:24][C:23]=2[S:28]([CH3:30])=[O:29])[CH2:18][C:19]([OH:21])=[O:20])=[O:15])=[CH:6][CH:5]=1.[OH2:31].OO>C(O)(=O)C>[NH2:1][N:2]=[CH:3][C:4]1[CH:5]=[CH:6][C:7]([CH2:10][CH2:11][CH2:12][CH2:13][C:14]([NH:16][CH:17]([C:22]2[CH:27]=[CH:26][CH:25]=[CH:24][C:23]=2[S:28]([CH3:30])(=[O:31])=[O:29])[CH2:18][C:19]([OH:21])=[O:20])=[O:15])=[CH:8][CH:9]=1. Procedure: (±)-β-[[5-[4-(Aminoiminomethyl)phenyl]-1-oxopentyl]amino]-2-(methylsulfinyl)benzenepropanoic acid (2.5 g) was added to water (15 ml), acetic acid (5 ml) and followed by the addition of 30% H2O2 (10 mL). The oxidation was allowed to proceed for 48 hours after which the reaction mixture was purified by reverse phase chromatography (water/acetonitrile) and lyophilized to give 1.6 g of the title compound as a white solid: 1H NMR (d6 -DMSO) δ1.52 (m, 4H), 2.01 (m, 2H), 2.63 (m, 4H), 3.50 (s, 3H), 5.8... Starting materials: NC1(C2C(C2C(C1)O)C(=O)O)C(=O)O (2-Amino-4-hydroxybicyclo[3.1.0]hexane-2,6-dicarboxylic Acid), Ethyl 2-(3'-benzyl-5'-spirohydantoin)-4-hydroxybicyclo[3.1.0]hexane-6-carboxylate, C(=O)(O)[O-].[Na+] (NaHCO3), C(C1=CC=CC=C1)Br (benzyl bromide), [C-]#N.[K+] (KCN). Run in CCO.O (EtOH H2O), CCOC(=O)C (EtOAc). Reaction conditions: temperature 40 celsius. Yields the product NC1(C2C(C2C(C1)=O)C(=O)O)C(=O)O (2-Amino-4-oxobicyclo[3.1.0]hexane-2,6-dicarboxylic Acid). Yield: 18.9%. Reaction SMILES: [NH2:1][C:2]1([C:12]([OH:14])=[O:13])[CH2:7][CH:6]([OH:8])[CH:5]2[CH:3]1[CH:4]2[C:9]([OH:11])=[O:10].[C-]#N.[K+].C([O-])(O)=O.[Na+].C(Br)C1C=CC=CC=1>CCO.O.CCOC(C)=O>[NH2:1][C:2]1([C:12]([OH:14])=[O:13])[CH2:7][C:6](=[O:8])[CH:5]2[CH:3]1[CH:4]2[C:9]([OH:11])=[O:10] |f:1.2,3.4,6.7|. Reported procedure: (1S*, 2S*, 4S*, 5R*, 6R*)-Ethyl 2-(3'-benzyl-5'-spirohydantoin)-4-hydroxybicyclo[3.1.0]hexane-6-carboxylate. To a stirred solution of the product of Example 1, step (c) (14.5 g, 78.7 mmol) in EtOH/H2O (2:1) (150 mL total volume) was added NH2CO2NH4 (18.42 g, 236 mmol) then KCN (7.68 g, 118 mmol). Upon complete addition, the reaction mixture was warmed at 40° C. for 2 days. The reaction mixture was concentrated in vacuo, partitioned with EtOAc/1N HCl, and brine. The mixture of hydantoins was extr... The reactants are CC(=O)O, CC(=O)O[BH-](OC(C)=O)OC(C)=O, CCNCc1ccc(CC(NC(=O)CC(NS(=O)(=O)c2ccc3ccccc3c2)c2ccccc2)C(=O)N2CCCC2)cc1, CNC, ClCCl, Cl, Cl, [Na+]. The product is CN(C)Cc1ccc(CC(NC(=O)CC(NS(=O)(=O)c2ccc3ccccc3c2)c2ccccc2)C(=O)N2CCCC2)cc1. RXN SMILES: [C:1]([OH:2])(=[O:3])[CH3:4].[C:54]([O:55][BH-:56]([O:57][C:58](=[O:59])[CH3:60])[O:61][C:62](=[O:63])[CH3:64])(=[O:65])[CH3:66].[CH2:10]([NH:11][CH2:13][c:14]1[cH:15][cH:16][c:17]([CH2:18][CH:19]([C:20]([N:21]2[CH2:22][CH2:23][CH2:24][CH2:25]2)=[O:26])[NH:27][C:28]([CH2:29][CH:30]([c:31]2[cH:32][cH:33][cH:34][cH:35][cH:36]2)[NH:37][S:38](=[O:39])(=[O:40])[c:41]2[cH:42][c:43]3[cH:44][cH:45][cH:46][cH:47][c:48]3[cH:49][cH:50]2)=[O:51])[cH:52][cH:53]1)[CH3:12].[CH3:6][NH:7][CH3:8].[Cl:68][CH2:69][Cl:70].[ClH:5].[ClH:9].[Na+:67]>>[CH3:6][N:7]([CH3:8])[CH2:13][c:14]1[cH:15][cH:16][c:17]([CH2:18][CH:19]([C:20]([N:21]2[CH2:22][CH2:23][CH2:24][CH2:25]2)=[O:26])[NH:27][C:28]([CH2:29][CH:30]([c:31]2[cH:32][cH:33][cH:34][cH:35][cH:36]2)[NH:37][S:38](=[O:39])(=[O:40])[c:41]2[cH:42][c:43]3[cH:44][cH:45][cH:46][cH:47][c:48]3[cH:49][cH:50]2)=[O:51])[cH:52][cH:53]1.